Dataset: the Open Reaction Database (ORD), a public repository of structured organic reaction records. Task: describe an organic reaction: reactants, conditions, products, and yield Reactants: CS(=O)(=O)c1nccc(-n2cnc3ccccc32)n1, NCCc1ccccc1. Yields the product c1ccc(CCNc2nccc(-n3cnc4ccccc43)n2)cc1. Reaction SMILES: [CH3:1][S:2](=[O:3])(=[O:4])[c:5]1[n:6][cH:7][cH:8][c:9](-[n:11]2[cH:12][n:13][c:14]3[c:15]2[cH:16][cH:17][cH:18][cH:19]3)[n:10]1.[NH2:20][CH2:21][CH2:22][c:23]1[cH:24][cH:25][cH:26][cH:27][cH:28]1>>[c:5]1([NH:20][CH2:21][CH2:22][c:23]2[cH:24][cH:25][cH:26][cH:27][cH:28]2)[n:6][cH:7][cH:8][c:9](-[n:11]2[cH:12][n:13][c:14]3[c:15]2[cH:16][cH:17][cH:18][cH:19]3)[n:10]1. Starting materials: [H][H] (hydrogen), [N+](=O)([O-])C1=CC=C(C=C1)CC1C(CC=CC1=O)(C)C (6-(4'-Nitrophenyl)methyl-5,5-dimethylcyclohex-2-en-1-one), hexanes ethyl acetate. Reagents/catalysts: C1=CC=C(C=C1)P(C2=CC=CC=C2)C3=CC=CC=C3.C1=CC=C(C=C1)P(C2=CC=CC=C2)C3=CC=CC=C3.C1=CC=C(C=C1)P(C2=CC=CC=C2)C3=CC=CC=C3.[Cl-].[Rh] (tris(triphenylphosphine)rhodium chloride). Run in hexanes, C1=CC=CC=C1 (benzene). Run at time 24 hour. The product is [N+](=O)([O-])C1=CC=C(C=C1)CC1C(CCCC1(C)C)=O (2-(4'-Nitrophenyl)methyl-3.3-dimethylcyclohexan-1-one). Yield: 48.2%. As a reaction SMILES: [H][H].[N+:3]([C:6]1[CH:11]=[CH:10][C:9]([CH2:12][CH:13]2[C:18](=[O:19])[CH:17]=[CH:16][CH2:15][C:14]2([CH3:21])[CH3:20])=[CH:8][CH:7]=1)([O-:5])=[O:4]>C1C=CC=CC=1.C1C=CC(P(C2C=CC=CC=2)C2C=CC=CC=2)=CC=1.C1C=CC(P(C2C=CC=CC=2)C2C=CC=CC=2)=CC=1.C1C=CC(P(C2C=CC=CC=2)C2C=CC=CC=2)=CC=1.[Cl-].[Rh]>[N+:3]([C:6]1[CH:7]=[CH:8][C:9]([CH2:12][CH:13]2[C:14]([CH3:20])([CH3:21])[CH2:15][CH2:16][CH2:17][C:18]2=[O:19])=[CH:10][CH:11]=1)([O-:5])=[O:4] |f:3.4.5.6.7|. Reported procedure: An atmosphere of hydrogen was introduced to and maintained by a balloon to an evacuated 50 mL round-bottomed flask containing 6-(4'-nitrophenyl)methyl-5,5-dimethylcyclohex-2-en-1-one (39) (14.0 mg, mmol) and tris(triphenylphosphine)rhodium chloride (Wilkinson's catalyst) (8.0 mg) in 6.5 mL anhydrous benzene. The yellow-orange solution was stirred at room temperature for 24 h, and then passed through a short silica gel column (hexanes/ethyl acetate, 3:1) to afford the 6.8 mg (48%) of the desired ... Reactants: ClC1=CC(=C(NC)C=C1N1CC(CCC1)C(F)(F)F)[N+](=O)[O-] (4-chloro-N-methyl-2-nitro-5-(3-(trifluoromethyl)piperidin-1-yl)aniline), C1CCOC1 (THF). The reagents and catalysts are [Pt] (Pt/C). Run in CO (MeOH). Reaction conditions: temperature 35 celsius, time 4 hour. The product is ClC=1C(=CC(=C(N)C1)NC)N1CC(CCC1)C(F)(F)F (5-Chloro-2-methylamino-4-(3-(trifluoromethyl)piperidin-1-yl)aniline). As a reaction SMILES: [Cl:1][C:2]1[C:9]([N:10]2[CH2:15][CH2:14][CH2:13][CH:12]([C:16]([F:19])([F:18])[F:17])[CH2:11]2)=[CH:8][C:5]([NH:6][CH3:7])=[C:4]([N+:20]([O-])=O)[CH:3]=1.C1COCC1>[Pt].CO>[Cl:1][C:2]1[C:9]([N:10]2[CH2:15][CH2:14][CH2:13][CH:12]([C:16]([F:19])([F:18])[F:17])[CH2:11]2)=[CH:8][C:5]([NH:6][CH3:7])=[C:4]([CH:3]=1)[NH2:20]. Procedure: A mixture of 4-chloro-N-methyl-2-nitro-5-(3-(trifluoromethyl)piperidin-1-yl)aniline (250 mg, 0.7 mmol), THF (6 mL), MeOH (6 mL) and Pt/C (50 mg) was stirred for 4 h at 35° C. under a hydrogen atmosphere (3.2 bar). The catalyst was removed by filtration and the mixture was concentrated to give the sub-title compound.